This data is from the Open Reaction Database (ORD), a public repository of structured organic reaction records. The task is: describe an organic reaction: reactants, conditions, products, and yield Reactants: N1C(=NC2=C1C=CC=C2)C2=CC=CC=1C(C3=CC=CC=C3C21)=NO (4-(1H-benzimidazol-2-yl)-fluoren-9-one oxime). The reagents and catalysts are [Ni] (Raney Nickel). The solvent is C(C)O (ethanol), O1CCCC1 (tetrahydrofuran). The product is N1C(=NC2=C1C=CC=C2)C2=CC=CC=1C(C3=CC=CC=C3C21)N (4-(1H-benzimidazol-2-yl)-9H-fluoren-9(R,S)-ylamine). Isolated yield 87.4%. RXN SMILES: [NH:1]1[C:5]2[CH:6]=[CH:7][CH:8]=[CH:9][C:4]=2[N:3]=[C:2]1[C:10]1[C:22]2[C:21]3[C:16](=[CH:17][CH:18]=[CH:19][CH:20]=3)[C:15](=[N:23]O)[C:14]=2[CH:13]=[CH:12][CH:11]=1>[Ni].C(O)C.O1CCCC1>[NH:1]1[C:5]2[CH:6]=[CH:7][CH:8]=[CH:9][C:4]=2[N:3]=[C:2]1[C:10]1[C:22]2[C:21]3[C:16](=[CH:17][CH:18]=[CH:19][CH:20]=3)[CH:15]([NH2:23])[C:14]=2[CH:13]=[CH:12][CH:11]=1. Procedure details: Carry out the procedure as in Example 6, starting from 1.57 g of 4-(1H-benzimidazol-2-yl)-fluoren-9-one oxime (Z,E), obtained in Example 68, and 5.6 mg of Raney Nickel in 80 ml of ethanol and 80 ml of tetrahydrofuran for 4 hours at 60° C. under a hydrogen pressure of 1 bar. After purification by making a paste in diisopropyl ether, we obtain 1.31 g of 4-(1H-benzimidazol-2-yl)-9H-fluoren-9(R,S)-ylamine, in the form of a white powder, with the following characteristics: